This data is from the Open Reaction Database (ORD), a public repository of structured organic reaction records. The task is: describe an organic reaction: reactants, conditions, products, and yield Starting materials: c1cc(OCC2CO2)c2cc[nH]c2c1, CCCCCCOc1ccc2cc(C3(O)CCNCC3)ccc2c1. The product is CCCCCCOc1ccc2cc(C3(O)CCN(CC(O)COc4cccc5[nH]ccc45)CC3)ccc2c1. Reaction SMILES: [O:1]1[CH:2]([CH2:4][O:5][c:6]2[c:7]3[cH:8][cH:9][nH:10][c:11]3[cH:12][cH:13][cH:14]2)[CH2:3]1.[OH:15][C:16]1([c:22]2[cH:23][c:24]3[cH:25][cH:26][c:27]([O:32][CH2:33][CH2:34][CH2:35][CH2:36][CH2:37][CH3:38])[cH:28][c:29]3[cH:30][cH:31]2)[CH2:17][CH2:18][NH:19][CH2:20][CH2:21]1>>[OH:1][CH:2]([CH2:3][N:19]1[CH2:18][CH2:17][C:16]([OH:15])([c:22]2[cH:23][c:24]3[cH:25][cH:26][c:27]([O:32][CH2:33][CH2:34][CH2:35][CH2:36][CH2:37][CH3:38])[cH:28][c:29]3[cH:30][cH:31]2)[CH2:21][CH2:20]1)[CH2:4][O:5][c:6]1[c:7]2[cH:8][cH:9][nH:10][c:11]2[cH:12][cH:13][cH:14]1. Reactants: C(#N)CCP(OCC)(=O)C(OCCC)OCCC (ethyl 2-cyanoethyl(di-n-propyloxymethyl)phosphinate), N (ammonia). Reagents/catalysts: [Ni] (Raney-Nickel). Run in C(C)O (ethanol). Product: NCCCP(OCC)(=O)C(OCCC)OCCC (ethyl 3-aminopropyl(di-n-propyloxymethyl)phosphinate). RXN SMILES: [C:1]([CH2:3][CH2:4][P:5]([CH:10]([O:15][CH2:16][CH2:17][CH3:18])[O:11][CH2:12][CH2:13][CH3:14])(=[O:9])[O:6][CH2:7][CH3:8])#[N:2].N>[Ni].C(O)C>[NH2:2][CH2:1][CH2:3][CH2:4][P:5]([CH:10]([O:15][CH2:16][CH2:17][CH3:18])[O:11][CH2:12][CH2:13][CH3:14])(=[O:9])[O:6][CH2:7][CH3:8]. Procedure details: A mixture of 4,35 g of ethyl 2-cyanoethyl(di-n-propyloxymethyl)phosphinate,10 g of ammonia and 2.3 g of Raney-Nickel :n 170 ml of ethanol is hydrogenated for 10.5 hours. The catalyst is filtered off and the solvent is removed by evaporation. The crude oil is purified by distillation to yield ethyl 3-aminopropyl(di-n-propyloxymethyl)phosphinate as a colourlessoil. The reactants are C(C1=CC=CC=C1)NC(=O)C1=C(N=C(S1)NC(=O)N(CC1=CC=C(C=C1)F)CC(OC)OC)C (N-benzyl-2-(3-(2,2-dimethoxyethyl)-3-(4-fluorobenzyl)ureido)-4-methylthiazole-5-carboxamide), COC(CN(C(NC=1SC(=C(N1)C)C(=O)NCC=1C=NC=CC1)=O)CC1=CC=C(C=C1)C(F)(F)F)OC (2-(3-(2,2-dimethoxyethyl)-3-(4-(trifluoromethyl)-benzyl)ureido)-4-methyl-N-(pyridin-3-ylmethyl)thiazole-5-carboxamide). The product is OC1CN(C(N1C=1SC(=C(N1)C)C(=O)NCC=1C=NC=CC1)=O)CC1=CC=C(C=C1)C(F)(F)F (2-(5-hydroxy-2-oxo-3-(4-(trifluoromethyl)benzyl)imidazolidin-1-yl)-4-methyl-N-(pyridin-3-ylmethyl)thiazole-5-carboxamide). The yield is 98.0%. Reaction SMILES: C(NC(C1SC(NC(N(CC(OC)OC)CC2C=CC(F)=CC=2)=O)=NC=1C)=O)C1C=CC=CC=1.CO[CH:37]([O:70]C)[CH2:38][N:39]([CH2:59][C:60]1[CH:65]=[CH:64][C:63]([C:66]([F:69])([F:68])[F:67])=[CH:62][CH:61]=1)[C:40](=[O:58])[NH:41][C:42]1[S:43][C:44]([C:48]([NH:50][CH2:51][C:52]2[CH:53]=[N:54][CH:55]=[CH:56][CH:57]=2)=[O:49])=[C:45]([CH3:47])[N:46]=1>>[OH:70][CH:37]1[N:41]([C:42]2[S:43][C:44]([C:48]([NH:50][CH2:51][C:52]3[CH:53]=[N:54][CH:55]=[CH:56][CH:57]=3)=[O:49])=[C:45]([CH3:47])[N:46]=2)[C:40](=[O:58])[N:39]([CH2:59][C:60]2[CH:65]=[CH:64][C:63]([C:66]([F:69])([F:68])[F:67])=[CH:62][CH:61]=2)[CH2:38]1. Procedure: Following the procedure as described in Example 16, making variations as required to replace N-benzyl-2-(3-(2,2-dimethoxyethyl)-3-(4-fluorobenzyl)ureido)-4-methylthiazole-5-carboxamide with 2-(3-(2,2-dimethoxyethyl)-3-(4-(trifluoromethyl)-benzyl)ureido)-4-methyl-N-(pyridin-3-ylmethyl)thiazole-5-carboxamide, the title compound was obtained as a colorless solid in 98% yield: mp 171-172° C. (ethyl acetate/hexanes): 1H NMR (300 MHz, CDCl3) δ 8.45-8.42 (m, 2H), 7.69-7.62 (m, 2H), 7.57 (d, J=8.1 Hz, 2... The reactants are C1CCNCC1, Cc1c(C(=O)N2CC(C)NC(C)C2)c[nH]c1C=O, CCO, O=C1Cc2c(cccc2-c2ccccc2)N1. Yields the product Cc1c(C(=O)N2CC(C)NC(C)C2)c[nH]c1C=C1C(=O)Nc2cccc(-c3ccccc3)c21. As a reaction SMILES: [CH2:35]1[CH2:36][CH2:37][NH:38][CH2:39][CH2:40]1.[CH3:17][CH:18]1[CH2:19][N:20]([C:25](=[O:26])[c:27]2[c:28]([CH3:34])[c:29]([CH:32]=[O:33])[nH:30][cH:31]2)[CH2:21][CH:22]([CH3:24])[NH:23]1.[CH3:41][CH2:42][OH:43].[c:1]1(-[c:7]2[c:8]3[c:12]([cH:13][cH:14][cH:15]2)[NH:11][C:10](=[O:16])[CH2:9]3)[cH:2][cH:3][cH:4][cH:5][cH:6]1>>[c:1]1(-[c:7]2[c:8]3[c:12]([cH:13][cH:14][cH:15]2)[NH:11][C:10](=[O:16])[C:9]3=[CH:32][c:29]2[c:28]([CH3:34])[c:27]([C:25]([N:20]3[CH2:19][CH:18]([CH3:17])[NH:23][CH:22]([CH3:24])[CH2:21]3)=[O:26])[cH:31][nH:30]2)[cH:2][cH:3][cH:4][cH:5][cH:6]1. Reactants: CC1(N=C(OC1)C1=CC=C(C(=O)OC)C=C1)C (methyl 4-(4,4-dimethyl-4,5-dihydro-1,3-oxazol-2-yl)benzoate), [Li+].[OH-] (LiOH). Solvent: C1CCOC1 (THF), O (H2O), CCOC(=O)C (EtOAc). Conditions: time 4 hour. The product is CC1(N=C(OC1)C1=CC=C(C(=O)O)C=C1)C (4-(4,4-dimethyl-4,5-dihydro-1,3-oxazol-2-yl)benzoic acid). Yield: 16.6%. As a reaction SMILES: [CH3:1][C:2]1([CH3:17])[CH2:6][O:5][C:4]([C:7]2[CH:16]=[CH:15][C:10]([C:11]([O:13]C)=[O:12])=[CH:9][CH:8]=2)=[N:3]1.[Li+].[OH-]>C1COCC1.O.CCOC(C)=O>[CH3:1][C:2]1([CH3:17])[CH2:6][O:5][C:4]([C:7]2[CH:16]=[CH:15][C:10]([C:11]([OH:13])=[O:12])=[CH:9][CH:8]=2)=[N:3]1 |f:1.2|. Procedure details: To a solution of methyl 4-(4,4-dimethyl-4,5-dihydro-1,3-oxazol-2-yl)benzoate (78 mg, 0.33 mmol) in THF (1 mL) and H2O (1 mL) was added LiOH (23 mg, 1 mmol). The mixture was stirred at RT for 4 h before it was diluted with EtOAc (5 mL) and quenched by addition of aqueous HCl (5 ml of a 0.5 M aqueous solution, 2.5 mmol). After extraction with EtOAc (3×10 mL), the combined organic extracts were washed with brine (10 mL), dried (MgSO4), filtered and concentrated at reduced pressure. The crude residu... Starting materials: C1(CC1)[Mg]Br (Cyclopropyl magnesium bromide), NC1=NC=NN2C1=C(C(=C2CN2CCOCC2)C=O)C2=CC=C(C=C2)NC(=O)NC2=NC=CC(=C2)C(F)(F)F (N-{4-[4-amino-6-formyl-7-(morpholin-4-ylmethyl)pyrrolo[2,1-f][1,2,4]triazin-5-yl]phenyl}-N′-[4-(trifluoro-methyl)pyridin-2-yl]urea), CC(=O)OI1(C=2C=CC=CC2C(=O)O1)(OC(=O)C)OC(=O)C (Dess-Martin periodinane). Solvent: CCOC(=O)C (EtOAc), C1CCOC1 (THF). Product: NC1=NC=NN2C1=C(C(=C2CN2CCOCC2)C(=O)C2CC2)C2=CC=C(C=C2)NC(=O)NC2=NC=CC(=C2)C(F)(F)F (N-{4-[4-amino-6-(cyclopropylcarbonyl)-7-(morpholin-4-ylmethyl)pyrrolo[2,1-f][1,2,4]triazin-5-yl]phenyl}-N′-[4-(trifluoromethyl)pyridin-2-yl]urea). Yield: 10.8%. As a reaction SMILES: [CH:1]1([Mg]Br)[CH2:3][CH2:2]1.[NH2:6][C:7]1[C:12]2=[C:13]([C:25]3[CH:30]=[CH:29][C:28]([NH:31][C:32]([NH:34][C:35]4[CH:40]=[C:39]([C:41]([F:44])([F:43])[F:42])[CH:38]=[CH:37][N:36]=4)=[O:33])=[CH:27][CH:26]=3)[C:14]([CH:23]=[O:24])=[C:15]([CH2:16][N:17]3[CH2:22][CH2:21][O:20][CH2:19][CH2:18]3)[N:11]2[N:10]=[CH:9][N:8]=1.CC(OI1(OC(C)=O)(OC(C)=O)OC(=O)C2C=CC=CC1=2)=O>C1COCC1.CCOC(C)=O>[NH2:6][C:7]1[C:12]2=[C:13]([C:25]3[CH:26]=[CH:27][C:28]([NH:31][C:32]([NH:34][C:35]4[CH:40]=[C:39]([C:41]([F:43])([F:44])[F:42])[CH:38]=[CH:37][N:36]=4)=[O:33])=[CH:29][CH:30]=3)[C:14]([C:23]([CH:1]3[CH2:3][CH2:2]3)=[O:24])=[C:15]([CH2:16][N:17]3[CH2:22][CH2:21][O:20][CH2:19][CH2:18]3)[N:11]2[N:10]=[CH:9][N:8]=1. Procedure details: Cyclopropyl magnesium bromide (7.40 mL, 3.70 mmol, 0.5 M in diethyl ether) was added dropwise to a stirring solution of Example 85 (200 mg, 0.37 mmol) in THF (10 mL). This was allowed to stir until the reaction was complete by HPLC (1 hour). Additional amounts of the grinard reagent were added as needed. The reaction was quenched with methanol and was worked up by adding 1 volume of saturated NH4Cl solution and 5 volumes of EtOAc. The organic layer was washed 2× with NH4Cl and 1× with sodium car... Reactants: CCCCc1c(C(=O)N(C)Cc2ccc3c(Br)c(O)ccc3c2)c2ccccc2n1C, N#CCBr, O=C([O-])[O-], [K+], [K+], CN(C)C=O. Yields the product CCCCc1c(C(=O)N(C)Cc2ccc3c(Br)c(OCC#N)ccc3c2)c2ccccc2n1C. RXN SMILES: [Br:1][c:2]1[c:3]2[cH:4][cH:5][c:6]([CH2:13][N:14]([C:15](=[O:16])[c:17]3[c:18]([CH2:27][CH2:28][CH2:29][CH3:30])[n:19]([CH3:26])[c:20]4[cH:21][cH:22][cH:23][cH:24][c:25]34)[CH3:31])[cH:7][c:8]2[cH:9][cH:10][c:11]1[OH:12].[Br:32][CH2:33][C:34]#[N:35].[C:36](=[O:37])([O-:38])[O-:39].[K+:40].[K+:41].[O:42]=[CH:43][N:44]([CH3:45])[CH3:46]>>[Br:1][c:2]1[c:3]2[cH:4][cH:5][c:6]([CH2:13][N:14]([C:15](=[O:16])[c:17]3[c:18]([CH2:27][CH2:28][CH2:29][CH3:30])[n:19]([CH3:26])[c:20]4[cH:21][cH:22][cH:23][cH:24][c:25]34)[CH3:31])[cH:7][c:8]2[cH:9][cH:10][c:11]1[O:12][CH2:33][C:34]#[N:35].